From a dataset of the Open Reaction Database (ORD), a public repository of structured organic reaction records. describe an organic reaction: reactants, conditions, products, and yield Reaction conditions: temperature -10 celsius, time 1 hour. Yields the product N12C[C@H](C(CC1)CC2)N2C(C=1C=CC=C3C1C(=C2)CCC3)=O ((S)-2-(1-azabicyclo[2.2.2]oct-3-yl)-2,4,5,6-tetrahydro1H-benz[de]isoquinolin-1-one). Reaction SMILES: [CH2:1]([Li])CCC.CCCCCC.[N:12]12[CH2:19][CH2:18][CH:15]([CH2:16][CH2:17]1)[C@H:14]([NH:20][C:21]([C:23]1[C:32]3[CH2:31][CH2:30][CH2:29][CH2:28][C:27]=3[CH:26]=[CH:25][CH:24]=1)=[O:22])[CH2:13]2.CN(C)C=O.Cl>O1CCCC1>[N:12]12[CH2:17][CH2:16][CH:15]([CH2:18][CH2:19]1)[C@H:14]([N:20]1[CH:1]=[C:31]3[CH2:30][CH2:29][CH2:28][C:27]4[C:32]3=[C:23]([CH:24]=[CH:25][CH:26]=4)[C:21]1=[O:22])[CH2:13]2. Isolated yield 95.0%. Run in O1CCCC1 (tetrahydrofuran). Procedure: A solution of n-butyllithium in hexane (60 mmol) was added dropwise at -70° C. to a solution of (S)-N-(1-azabicyclo[2.2.2]oct-3-yl)-5,6,7,8-tetrahydro1-naphthalenecarboxamide (7.70 g, 21 mmol), prepared as in Example 3, in dry tetrahydrofuran (400 mL). The reaction mixture was stirred at -10° C. for one hour, cooled to -70° C., and dimethylformamide (100 mmol) added in one portion. The reaction mixture was allowed to warm to room temperature over 1.5 hours, then cooled to 0° C. and acidified wit... Starting materials: CN(C=O)C (dimethylformamide), C(CCC)[Li] (n-butyllithium), CCCCCC (hexane), N12C[C@H](C(CC1)CC2)NC(=O)C2=CC=CC=1CCCCC21 ((S)-N-(1-azabicyclo[2.2.2]oct-3-yl)-5,6,7,8-tetrahydro1-naphthalenecarboxamide), Cl (hydrochloric acid). Starting materials: C(C#C)O (Propargyl alcohol), BrC#CC(C)(C)C (1-bromo-2-t-butyl-acetylene), [C-]#N.[K+] (potassium cyanide). Run in O (water). Run at time 1 hour. Yields the product CC(C#CC#CCO)(C)C (6,6-Dimethyl-2,4-heptadiyne-1-ol). As a reaction SMILES: [CH2:1]([OH:4])[C:2]#[CH:3].Br[C:6]#[C:7][C:8]([CH3:11])([CH3:10])[CH3:9].[C-]#N.[K+]>O>[CH3:9][C:8]([CH3:11])([CH3:10])[C:7]#[C:6][C:3]#[C:2][CH2:1][OH:4] |f:2.3|. Procedure details: Nitrogen was bubbled through a mixture of cupric chloride (154 mg), NH2OH.HCl (0.45 g), and 70% aqueous diethylamine (9 ml) in 11 ml of water and 23 ml of methanol, for a few minutes. Propargyl alcohol (3.8 g, 0.068 mol) was added with stirring under nitrogen whereupon a yellow precipitate formed immediately. The mixture was warmed to 35°-40° C. for 15 minutes and 1-bromo-2-t-butyl-acetylene (8.57 g, 0.053 mmol) was added over 15 minutes. The mixture was stirred at 35°-40° C. for 45 minutes, the... Starting materials: B, N#Cc1cccc2c1CCC2, CC(C)=C(C)C, CC(C)OC(C)C, [Na+], C1CCOC1, C1CCOC1, [OH-], O, OO. Product: N#Cc1cccc2c1CC(O)C2. Reaction SMILES: [BH3:6].[CH2:13]1[CH2:14][CH2:15][c:16]2[cH:17][cH:18][cH:19][c:20]([C:22]#[N:23])[c:21]21.[CH3:7][C:8](=[C:9]([CH3:10])[CH3:11])[CH3:12].[CH:28]([O:29][CH:30]([CH3:31])[CH3:32])([CH3:33])[CH3:34].[Na+:25].[O:1]1[CH2:2][CH2:3][CH2:4][CH2:5]1.[O:35]1[CH2:36][CH2:37][CH2:38][CH2:39]1.[OH-:24].[OH2:40].[OH:26][OH:27]>>[OH:1][CH:14]1[CH2:13][c:21]2[c:16]([cH:17][cH:18][cH:19][c:20]2[C:22]#[N:23])[CH2:15]1. Starting materials: C(C)N1B(C=CC1)C1=CC=CC=C1 (1,5-Dihydro-1-ethyl-2-phenyl-1,2-azaborole), C(C)(C)[N-]C(C)C.[Li+] (lithiumdiisopropylamide). Solvent: CCOCC (ether), CCOCC (ether). Conditions: temperature 25 celsius, time 10 hour. Product: C(C)N1B([CH-]C=C1)C1=CC=CC=C1.[Li+] (Lithium 1-ethyl-2-phenyl-1,2-azaborolide). The yield is 75.5%. As a reaction SMILES: [CH2:1]([N:3]1[CH2:7][CH:6]=[CH:5][B:4]1[C:8]1[CH:13]=[CH:12][CH:11]=[CH:10][CH:9]=1)[CH3:2].C([N-]C(C)C)(C)C.[Li+:21]>CCOCC>[CH2:1]([N:3]1[CH:7]=[CH:6][CH-:5][B:4]1[C:8]1[CH:13]=[CH:12][CH:11]=[CH:10][CH:9]=1)[CH3:2].[Li+:21] |f:1.2,4.5|. Procedure details: 1,5-Dihydro-1-ethyl-2-phenyl-1,2-azaborole (5.0 g, 29.2 mmol) was dissolved in 15 mL of ether at −78° C. To this was added a solution of lithiumdiisopropylamide (3.13 g, 29.2 mmol) in 15 mL of ether. The mixture was stirred at −78° C. for 2 hours and at 25° C. for 10 hours. After removal of the solvent the residue was washed with 3×20 mL of pentane. The residue was dried under vacuum to give the product as a light yellow powder (3.9 g, 77 percent).